Dataset: the Open Reaction Database (ORD), a public repository of structured organic reaction records. Task: describe an organic reaction: reactants, conditions, products, and yield Starting materials: CC(C)O, Fc1cc(-c2cnn(CCOC3CCCCO3)c2)cnc1F, NN, O. Product: NNc1ncc(-c2cnn(CCOC3CCCCO3)c2)cc1F. Reaction SMILES: [CH:25]([OH:26])([CH3:27])[CH3:28].[F:1][c:2]1[n:3][cH:4][c:5](-[c:9]2[cH:10][n:11][n:12]([CH2:14][CH2:15][O:16][CH:17]3[O:18][CH2:19][CH2:20][CH2:21][CH2:22]3)[cH:13]2)[cH:6][c:7]1[F:8].[NH2:23][NH2:24].[OH2:29]>>[c:2]1([NH:23][NH2:24])[n:3][cH:4][c:5](-[c:9]2[cH:10][n:11][n:12]([CH2:14][CH2:15][O:16][CH:17]3[O:18][CH2:19][CH2:20][CH2:21][CH2:22]3)[cH:13]2)[cH:6][c:7]1[F:8].